The task is: describe an organic reaction: reactants, conditions, products, and yield. This data is from the Open Reaction Database (ORD), a public repository of structured organic reaction records. Reactants: [Li]CCCC, C1CCOC1, CCn1nnnc1C, C=C(C)CCl, O. Product: C=C(C)CCc1nnnn1CC. Reaction SMILES: [CH2:1]([Li:2])[CH2:3][CH2:4][CH3:5].[CH2:20]1[O:21][CH2:22][CH2:23][CH2:24]1.[CH2:6]([CH3:7])[n:8]1[n:9][n:10][n:11][c:12]1[CH3:13].[Cl:14][CH2:15][C:16](=[CH2:17])[CH3:18].[OH2:19]>>[CH2:6]([CH3:7])[n:8]1[n:9][n:10][n:11][c:12]1[CH2:13][CH2:17][C:16](=[CH2:15])[CH3:18]. Starting materials: CN1C(CC[C@@]2(C3=C(CC[C@@H]12)C=C(C=C3)Br)C)=O ((+)-(4aR)-(10bR)-4-methyl-8-bromo-10b-methyl-1,2,3,4,4a,5,6,10b-octahydrobenzo[f]quinolin-3-one), FC(C1=CC=C(C=C1)B(O)O)(F)F (4-trifluoromethylphenylboronic acid), C([O-])([O-])=O.[Na+].[Na+] (sodium carbonate), C1CCOC1 (THF). The reagents and catalysts are [Pd].C1(=CC=CC=C1)P(C1=CC=CC=C1)C1=CC=CC=C1.C1(=CC=CC=C1)P(C1=CC=CC=C1)C1=CC=CC=C1.C1(=CC=CC=C1)P(C1=CC=CC=C1)C1=CC=CC=C1.C1(=CC=CC=C1)P(C1=CC=CC=C1)C1=CC=CC=C1 (tetrakis (triphenylphosphine) palladium (0)). The solvent is C(Cl)(Cl)Cl (chloroform). Product: CN1C(CC[C@@]2(C3=C(CC[C@@H]12)C=C(C=C3)C3=CC=C(C=C3)C(F)(F)F)C)=O ((+)-(4aR)-(10bR)-4-methyl-8-(4-trifluoromethylphenyl)-10b-methyl-1,2,3,4,4a,5,6,10b-octahydrobenzo[f]quinolin-3-one). The yield is 56.4%. As a reaction SMILES: [CH3:1][N:2]1[C@H:11]2[C@@:6]([CH3:17])([C:7]3[CH:15]=[CH:14][C:13](Br)=[CH:12][C:8]=3[CH2:9][CH2:10]2)[CH2:5][CH2:4][C:3]1=[O:18].[F:19][C:20]([F:31])([F:30])[C:21]1[CH:26]=[CH:25][C:24](B(O)O)=[CH:23][CH:22]=1.C(=O)([O-])[O-].[Na+].[Na+].C1COCC1>C(Cl)(Cl)Cl.[Pd].C1(P(C2C=CC=CC=2)C2C=CC=CC=2)C=CC=CC=1.C1(P(C2C=CC=CC=2)C2C=CC=CC=2)C=CC=CC=1.C1(P(C2C=CC=CC=2)C2C=CC=CC=2)C=CC=CC=1.C1(P(C2C=CC=CC=2)C2C=CC=CC=2)C=CC=CC=1>[CH3:1][N:2]1[C@H:11]2[C@@:6]([CH3:17])([C:7]3[CH:15]=[CH:14][C:13]([C:24]4[CH:25]=[CH:26][C:21]([C:20]([F:31])([F:30])[F:19])=[CH:22][CH:23]=4)=[CH:12][C:8]=3[CH2:9][CH2:10]2)[CH2:5][CH2:4][C:3]1=[O:18] |f:2.3.4,7.8.9.10.11|. Procedure: A 15 mL round bottom flask was charged with (+)-(4aR)-(10bR)-4-methyl-8-bromo-10b-methyl-1,2,3,4,4a,5,6,10b-octahydrobenzo[f]quinolin-3-one (200 mg, 0.65 mmol), tetrakis (triphenylphosphine) palladium (0) (23 mg, 0.02 mmol), 4-trifluoromethylphenylboronic acid (148 mg, 0.78 mmol), 0.65 mL of 2M sodium carbonate solution and 2 mL of THF, fitted with a reflux condenser, and the stirred mixture was heated at 80°, under nitrogen, for 16 h. The mixture was cooled, diluted with chloroform (50 mL) and ... The reactants are C(C)(C)(C)OC(NC=1C=C2C(=NC1)N(C(=C2)C(CC2CCCC2)O)S(=O)(=O)C2=CC=CC=C2)=O ([1-benzenesulfonyl-2-(2-cyclopentyl-1-hydroxy-ethyl)-1H-pyrrolo[2,3-b]pyridin-5-yl]-carbamic acid tert-butyl ester), CC(=O)OI1(C=2C=CC=CC2C(=O)O1)(OC(=O)C)OC(=O)C (Dess-Martin periodinane). Run in ClCCl (dichloromethane), ClCCl (dichloromethane). Run at temperature 25 celsius, time 1 hour. The product is C(C)(C)(C)OC(NC=1C=C2C(=NC1)N(C(=C2)C(CC2CCCC2)=O)S(=O)(=O)C2=CC=CC=C2)=O ([1-benzenesulfonyl-2-(2-cyclopentyl-acetyl)-1H-pyrrolo[2,3-b]pyridin-5-yl]-carbamic acid tert-butyl ester). Isolated yield 65.7%. As a reaction SMILES: [C:1]([O:5][C:6](=[O:34])[NH:7][C:8]1[CH:9]=[C:10]2[CH:16]=[C:15]([CH:17]([OH:24])[CH2:18][CH:19]3[CH2:23][CH2:22][CH2:21][CH2:20]3)[N:14]([S:25]([C:28]3[CH:33]=[CH:32][CH:31]=[CH:30][CH:29]=3)(=[O:27])=[O:26])[C:11]2=[N:12][CH:13]=1)([CH3:4])([CH3:3])[CH3:2].CC(OI1(OC(C)=O)(OC(C)=O)OC(=O)C2C=CC=CC1=2)=O>ClCCl>[C:1]([O:5][C:6](=[O:34])[NH:7][C:8]1[CH:9]=[C:10]2[CH:16]=[C:15]([C:17](=[O:24])[CH2:18][CH:19]3[CH2:23][CH2:22][CH2:21][CH2:20]3)[N:14]([S:25]([C:28]3[CH:33]=[CH:32][CH:31]=[CH:30][CH:29]=3)(=[O:27])=[O:26])[C:11]2=[N:12][CH:13]=1)([CH3:4])([CH3:2])[CH3:3]. Reported procedure: To a solution of [1-benzenesulfonyl-2-(2-cyclopentyl-1-hydroxy-ethyl)-1H-pyrrolo[2,3-b]pyridin-5-yl]-carbamic acid tert-butyl ester (0.57 g, 1.18 mmol) in dichloromethane (10 mL) was added a solution of Dess-Martin periodinane in dichloromethane (0.3 M, 7.87 mL, 2.36 mmol) at 25° C. The mixture was stirred at 25° C. for 1 h and then quenched with a saturated aqueous sodium bicarbonate solution (20 mL). The mixture was extracted with ethyl acetate (100 mL), washed with a saturated aqueous sodium ...